This data is from the Open Reaction Database (ORD), a public repository of structured organic reaction records. The task is: describe an organic reaction: reactants, conditions, products, and yield Reactants: COC(C(CCCC1=CC=C(C=C1)OC)NC(=O)OC(C)(C)C)=O (2-tert-butoxycarbonylamino-5-(4-methoxy-phenyl)-pentanoic acid methyl ester), N (ammonia), solution. As a reaction SMILES: C[O:2][C:3](=O)[CH:4]([NH:16][C:17]([O:19][C:20]([CH3:23])([CH3:22])[CH3:21])=[O:18])[CH2:5][CH2:6][CH2:7][C:8]1[CH:13]=[CH:12][C:11]([O:14][CH3:15])=[CH:10][CH:9]=1.[NH3:25]>CO.O>[C:20]([O:19][C:17](=[O:18])[NH:16][CH:4]([C:3](=[O:2])[NH2:25])[CH2:5][CH2:6][CH2:7][C:8]1[CH:13]=[CH:12][C:11]([O:14][CH3:15])=[CH:10][CH:9]=1)([CH3:23])([CH3:22])[CH3:21]. The solvent is CO (MeOH), O (water). Conditions: time 8 hour. Product: C(C)(C)(C)OC(NC(CCCC1=CC=C(C=C1)OC)C(N)=O)=O ([1-Carbamoyl-4-(4-methoxy-phenyl)-butyl]-carbamic acid tert-butyl ester). Procedure: A solution of 2-tert-butoxycarbonylamino-5-(4-methoxy-phenyl)-pentanoic acid methyl ester (5.6 g, 16.6 mmol) in MeOH (100 mL) is treated with aqueous ammonia solution (100 mL of a 28% solution in water, 28 mmol) and stirred at RT overnight. The organic solvent is removed in vacuo and the remaining aqueous portion is extracted with EtOAc (×3). The combined organic extracts are washed with brine and then dried (MgSO4) and concentrated in vacuo to afford the title compound as a yellow oil. Starting materials: ClC=1C=CC2=C(C=3SC(=CC3CCO2)C=2N(N=CN2)C2=C(C=C(C=C2)F)F)N1 (9-Chloro-2-[2-(2,4-difluoro-phenyl)-2H-[1,2,4]triazol-3-yl]-4,5-dihydro-6-oxa-1-thia-10-aza-benzo[e]azulene), CC1(OB(OC1(C)C)C=1C=CC(=NC1)N)C (5-(4,4,5,5-Tetramethyl-[1,3,2]dioxaborolan-2-yl)-pyridin-2-ylamine), C(=O)([O-])[O-].[Cs+].[Cs+] (Cs2CO3). Reagents/catalysts: C1=CC=C(C=C1)P([C-]2C=CC=C2)C3=CC=CC=C3.C1=CC=C(C=C1)P([C-]2C=CC=C2)C3=CC=CC=C3.Cl[Pd]Cl.[Fe+2] (Pd(dppf)Cl2). Run in CC#N.O (CH3CN—H2O). Run at temperature 120 celsius. Product: FC1=C(C=CC(=C1)F)N1N=CN=C1C1=CC=2CCOC3=C(C2S1)N=C(C=C3)C=3C=CC(=NC3)N (5-{2-[2-(2,4-Difluoro-phenyl)-2H-[1,2,4]triazol-3-yl]-4,5-dihydro-6-oxa-1-thia-10-aza-benzo[e]azulen-9-yl}-pyridin-2-ylamine). Yield: 37.9%. Reaction SMILES: Cl[C:2]1[CH:3]=[CH:4][C:5]2[O:14][CH2:13][CH2:12][C:11]3[CH:10]=[C:9]([C:15]4[N:16]([C:20]5[CH:25]=[CH:24][C:23]([F:26])=[CH:22][C:21]=5[F:27])[N:17]=[CH:18][N:19]=4)[S:8][C:7]=3[C:6]=2[N:28]=1.CC1(C)C(C)(C)OB([C:37]2[CH:38]=[CH:39][C:40]([NH2:43])=[N:41][CH:42]=2)O1.C([O-])([O-])=O.[Cs+].[Cs+]>C1C=CC(P(C2C=CC=CC=2)[C-]2C=CC=C2)=CC=1.C1C=CC(P(C2C=CC=CC=2)[C-]2C=CC=C2)=CC=1.Cl[Pd]Cl.[Fe+2].CC#N.O>[F:27][C:21]1[CH:22]=[C:23]([F:26])[CH:24]=[CH:25][C:20]=1[N:16]1[C:15]([C:9]2[S:8][C:7]3[C:6]4[N:28]=[C:2]([C:37]5[CH:38]=[CH:39][C:40]([NH2:43])=[N:41][CH:42]=5)[CH:3]=[CH:4][C:5]=4[O:14][CH2:13][CH2:12][C:11]=3[CH:10]=2)=[N:19][CH:18]=[N:17]1 |f:2.3.4,5.6.7.8,9.10|. Procedure details: 9-Chloro-2-[2-(2,4-difluoro-phenyl)-2H-[1,2,4]triazol-3-yl]-4,5-dihydro-6-oxa-1-thia-10-aza-benzo[e]azulene (416 mg, 1.0 mmol), 5-(4,4,5,5-Tetramethyl-[1,3,2]dioxaborolan-2-yl)-pyridin-2-ylamine (268 mg, 1.2 mmol), Cs2CO3 (650 mg, 2.0 mmol), Pd(dppf)Cl2 (73 mg, 0.10 mmol) and CH3CN—H2O (1:1, 4 mL) were added in a 10 mL of sealed tube, and the mixture was heated by microwave at 120° C. for 20 min under N2. The reaction mixture was filtered to gather the solution and water was added. The mixture w...